This data is from the Open Reaction Database (ORD), a public repository of structured organic reaction records. The task is: describe an organic reaction: reactants, conditions, products, and yield The reactants are C[O-], CO, O=[N+]([O-])c1cc(Cl)cc([N+](=O)[O-])c1, [Na+]. The product is COc1cc(Cl)cc([N+](=O)[O-])c1. RXN SMILES: [CH3:14][O-:15].[CH3:17][OH:18].[Cl:1][c:2]1[cH:3][c:4]([N+:11](=[O:12])[O-:13])[cH:5][c:6]([N+:8]([O-:9])=[O:10])[cH:7]1.[Na+:16]>>[Cl:1][c:2]1[cH:3][c:4]([N+:11](=[O:12])[O-:13])[cH:5][c:6]([O:15][CH3:14])[cH:7]1. Reactants: N (ammonia), C(C1=CC=CC=C1)OC(=O)NCCCCCC(CC(=O)OCC)O (ethyl 8-benzyloxycarbonylamino-3-hydroxyoctanoate). Run in CO (methanol). Reaction conditions: time 3 day. Product: C(C1=CC=CC=C1)OC(=O)NCCCCCC(CC(=O)N)O (8-benzyloxycarbonylamino-3-hydroxyoctanamide). The yield is 72.5%. As a reaction SMILES: [NH3:1].[CH2:2]([O:9][C:10]([NH:12][CH2:13][CH2:14][CH2:15][CH2:16][CH2:17][CH:18]([OH:25])[CH2:19][C:20](OCC)=[O:21])=[O:11])[C:3]1[CH:8]=[CH:7][CH:6]=[CH:5][CH:4]=1>CO>[CH2:2]([O:9][C:10]([NH:12][CH2:13][CH2:14][CH2:15][CH2:16][CH2:17][CH:18]([OH:25])[CH2:19][C:20]([NH2:1])=[O:21])=[O:11])[C:3]1[CH:8]=[CH:7][CH:6]=[CH:5][CH:4]=1. Reported procedure: Into 40 ml of methanol saturated with gaseous ammonia was dissolved 1.69 g (5 mmoles) of ethyl 8-benzyloxycarbonylamino-3-hydroxyoctanoate. The solution was stirred for 3 days at room temperature, and the reaction mixture was evaporated to dryness. The residue was crystallized from ethanol to yield 1.18 g (72.5% yield) of 8-benzyloxycarbonylamino-3-hydroxyoctanamide having a melting point of 100°-101° C. The reactants are Cc1cc(-c2n[nH]c(=O)c3ccccc23)sc1Br, C, CCO, Cl, [H][H], [Pd]. Yields the product Cc1csc(-c2n[nH]c(=O)c3ccccc23)c1. As a reaction SMILES: [Br:1][c:2]1[c:3]([CH3:18])[cH:4][c:5](-[c:7]2[n:8][nH:9][c:10](=[O:17])[c:11]3[cH:12][cH:13][cH:14][cH:15][c:16]23)[s:6]1.[C:22].[CH3:24][CH2:25][OH:26].[ClH:19].[H:20][H:21].[Pd:23]>>[cH:2]1[c:3]([CH3:18])[cH:4][c:5](-[c:7]2[n:8][nH:9][c:10](=[O:17])[c:11]3[cH:12][cH:13][cH:14][cH:15][c:16]23)[s:6]1. Reactants: O=Cc1ccc(O)cc1Br, [F-], N#Cc1ccc(C(F)(F)F)cc1F, [K+], [Na+], CN(C)C=O, [OH-]. As a reaction SMILES: [Br:14][c:15]1[c:16]([CH:17]=[O:18])[cH:19][cH:20][c:21]([OH:23])[cH:22]1.[F-:24].[F:1][c:2]1[c:3]([C:4]#[N:5])[cH:6][cH:7][c:8]([C:10]([F:11])([F:12])[F:13])[cH:9]1.[K+:25].[Na+:27].[O:28]=[CH:29][N:30]([CH3:31])[CH3:32].[OH-:26]>>[c:2]1([O:23][c:21]2[cH:20][cH:19][c:16]([CH:17]=[O:18])[c:15]([Br:14])[cH:22]2)[c:3]([C:4]#[N:5])[cH:6][cH:7][c:8]([C:10]([F:11])([F:12])[F:13])[cH:9]1. The product is N#Cc1ccc(C(F)(F)F)cc1Oc1ccc(C=O)c(Br)c1.